This data is from the Open Reaction Database (ORD), a public repository of structured organic reaction records. The task is: describe an organic reaction: reactants, conditions, products, and yield Starting materials: O=c1[nH]c2ccc(Br)cc2c2cc[nH]c12, C=CC(=O)NCCC(=O)OC, CCC(=O)O, ClCCl. Yields the product CCC(=O)O, COC(=O)CCNC(=O)C=Cc1ccc2[nH]c(=O)c3[nH]ccc3c2c1. As a reaction SMILES: [Br:6][c:7]1[cH:8][c:9]2[c:10]3[c:11]([c:12](=[O:17])[nH:13][c:14]2[cH:15][cH:16]1)[nH:18][cH:19][cH:20]3.[C:21]([CH:22]=[CH2:23])(=[O:24])[NH:25][CH2:26][CH2:27][C:28](=[O:29])[O:30][CH3:31].[CH2:1]([CH3:2])[C:3](=[O:4])[OH:5].[Cl:32][CH2:33][Cl:34]>>[CH2:1]([CH3:2])[C:3](=[O:4])[OH:5].[c:7]1([CH:23]=[CH:22][C:21](=[O:24])[NH:25][CH2:26][CH2:27][C:28](=[O:29])[O:30][CH3:31])[cH:8][c:9]2[c:10]3[c:11]([c:12](=[O:17])[nH:13][c:14]2[cH:15][cH:16]1)[nH:18][cH:19][cH:20]3. Starting materials: [AlH4-], C1CCOC1, [Li+], [Na+], [OH-], O, O=C1CCC(CCO)CC1. The product is OCCC1CCC(O)CC1. Reaction SMILES: [AlH4-:12].[CH2:16]1[O:17][CH2:18][CH2:19][CH2:20]1.[Li+:11].[Na+:15].[OH-:14].[OH2:13].[OH:1][CH2:2][CH2:3][CH:4]1[CH2:5][CH2:6][C:7](=[O:10])[CH2:8][CH2:9]1>>[OH:1][CH2:2][CH2:3][CH:4]1[CH2:5][CH2:6][CH:7]([OH:10])[CH2:8][CH2:9]1. Reactants: ClC1=NC=C2NC(C(CN(C2=N1)C1CCCC1)(C)C)=O (10-chloro-2-cyclopentyl-4,4-dimethyl-2,6,9,11-tetrazabicyclo[5.4.0]undeca-7,9,11-trien-5-one), ClC1=NC=C2NC(C(CN(C2=N1)C1CCCC1)(C)C)=O (10-chloro-2-cyclopentyl-4,4-dimethyl-2,6,9,11-tetrazabicyclo[5.4.0]undeca-7,9,11-trien-5-one), NC1=C(C=C(C(=O)NC2CCN(CC2)C(=O)OC(C)(C)C)C=C1)OC (tert-butyl 4-[(4-amino-3-methoxy-benzoyl)amino]piperidine-1-carboxylate), NC1=C(C=C(C(=O)NC2CCN(CC2)C(=O)OC(C)(C)C)C=C1)OC (tert-butyl 4-[(4-amino-3-methoxy-benzoyl)amino]piperidine-1-carboxylate), O.C1(=CC=C(C=C1)S(=O)(=O)O)C (p-toluenesulphonic acid monohydrate). The solvent is CC(CC(C)O)C (4-methyl-2-pentanol). Conditions: temperature 90 celsius, time 45 minute. Product: C1(CCCC1)N1C2=NC(=NC=C2N(C(C(C1)(C)C)=O)C)NC1=C(C=C(C(=O)NC2CCNCC2)C=C1)OC (4-[(2-cyclopentyl-4,4,6-trimethyl-5-oxo-2,6,9,11-tetrazabicyclo[5.4.0]undeca-7,9,11-trien-10-yl)amino]-3-methoxy-N-(4-piperidyl)benzamide). Reaction SMILES: Cl[C:2]1[N:12]=[C:11]2[C:5]([NH:6][C:7](=[O:20])[C:8]([CH3:19])([CH3:18])[CH2:9][N:10]2[CH:13]2[CH2:17][CH2:16][CH2:15][CH2:14]2)=[CH:4][N:3]=1.[NH2:21][C:22]1[CH:43]=[CH:42][C:25]([C:26]([NH:28][CH:29]2[CH2:34][CH2:33][N:32](C(OC(C)(C)C)=O)[CH2:31][CH2:30]2)=[O:27])=[CH:24][C:23]=1[O:44][CH3:45].O.[C:47]1(C)C=CC(S(O)(=O)=O)=CC=1>CC(C)CC(O)C>[CH:13]1([N:10]2[CH2:9][C:8]([CH3:19])([CH3:18])[C:7](=[O:20])[N:6]([CH3:47])[C:5]3[C:11]2=[N:12][C:2]([NH:21][C:22]2[CH:43]=[CH:42][C:25]([C:26]([NH:28][CH:29]4[CH2:34][CH2:33][NH:32][CH2:31][CH2:30]4)=[O:27])=[CH:24][C:23]=2[O:44][CH3:45])=[N:3][CH:4]=3)[CH2:17][CH2:16][CH2:15][CH2:14]1 |f:2.3|. Reported procedure: 10-chloro-2-cyclopentyl-4,4-dimethyl-2,6,9,11-tetrazabicyclo[5.4.0]undeca-8,10,12-trien-5-one (Intermediate 127; 50 mg, 0.16 mmol) and tert-butyl 4-[(4-amino-3-methoxy-benzoyl)amino]piperidine-1-carboxylate (Intermediate 234; 85 mg, 0.24 mmol) were dissolved in 4-methyl-2-pentanol (1 mL) and p-toluenesulphonic acid monohydrate (44 mg, 0.32 mmol) added. The reaction mixture was heated at 90° C. by microwave irradiation for 20 minutes and then at 150° C. for a further 45 minutes. RXN SMILES: [C:1]1([CH:7]([NH2:9])[CH3:8])[CH:6]=[CH:5][CH:4]=[CH:3][CH:2]=1.[NH:10]1[CH2:13][CH2:12][CH2:11]1.[ClH:14].C(OCC)C>CO>[ClH:14].[ClH:14].[C:1]1([CH:7]([NH2:9])[CH3:8])[CH:6]=[CH:5][CH:4]=[CH:3][CH:2]=1.[NH:10]1[CH2:13][CH2:12][CH2:11]1 |f:0.1,5.6.7.8|. Procedure details: A suspension of the Boc-protected azetidine phenylethanamine intermediate (38.61 mmol) in anhydrous MeOH (50 mL) was treated with 2.0 M HCl in diethyl ether (200 mmol, ˜5 eq), and the contents were stirred at room temperature. Dissolution occurred, followed by precipitation of a solid. After 3 hours, the solid was collected by filtration, washed with diethyl ether (100 mL) and dried under vacuum for 2 hours to afford C as a white or off-white solid (69-75%). Conditions: time 3 hour. Product: Cl.Cl.C1(=CC=CC=C1)C(C)N.N1CCC1 (Azetidine Phenylethanamine Dihydrochloride). Yield: 69.0%. Reactants: Boc, C1(=CC=CC=C1)C(C)N.N1CCC1 (azetidine phenylethanamine), Cl (HCl), C(C)OCC (diethyl ether). The solvent is CO (MeOH). Run in CN(C)C=O (DMF). As a reaction SMILES: [Cl:1][C:2]1[CH:3]=[C:4]([C:8]2[C:13]3[N:14]([CH2:27][C@H:28]4[CH2:33][CH2:32][C@H:31]([CH3:34])[CH2:30][CH2:29]4)[C:15]([N:17]4[CH2:22][C:21](=[O:23])[NH:20][C@H:19]5[CH2:24][CH2:25][CH2:26][C@H:18]45)=[N:16][C:12]=3[CH:11]=[C:10]([C:35]#[N:36])[N:9]=2)[CH:5]=[N:6][CH:7]=1.[H-].[Na+].I[CH3:40]>CN(C=O)C>[Cl:1][C:2]1[CH:3]=[C:4]([C:8]2[C:13]3[N:14]([CH2:27][C@H:28]4[CH2:33][CH2:32][C@H:31]([CH3:34])[CH2:30][CH2:29]4)[C:15]([N:17]4[CH2:22][C:21](=[O:23])[N:20]([CH3:40])[C@H:19]5[CH2:24][CH2:25][CH2:26][C@H:18]45)=[N:16][C:12]=3[CH:11]=[C:10]([C:35]#[N:36])[N:9]=2)[CH:5]=[N:6][CH:7]=1 |f:1.2|. Reported procedure: 4-(5-chloropyridin-3-yl)-3-[(trans-4-methylcyclohexyl)methyl]-2-[(4aS,7aS)-3-oxooctahydro-1H-cyclopenta[b]pyrazin-1-yl]-3H-imidazo[4,5-c]pyridine-6-carbonitrile (282 mg, 0.559 mmol) was taken up in DMF (5595 μl), and sodium hydride (22.38 mg, 0.559 mmol) and iodomethane (87 μl, 1.399 mmol) were added. The mixture was stirred for 1 hour, quenched via the addition of saturated aqueous ammonium chloride and extracted with ethyl acetate. The organic layer was dried over magnesium sulfate, filtered, ... Product: ClC=1C=C(C=NC1)C1=NC(=CC2=C1N(C(=N2)N2[C@@H]1[C@@H](N(C(C2)=O)C)CCC1)C[C@@H]1CC[C@H](CC1)C)C#N (4-(5-chloropyridin-3-yl)-3-[(trans-4-methylcyclohexyl)methyl]-2-[(4aS,7aS)-4-methyl-3-oxooctahydro-1H-cyclopenta[b]pyrazin-1-yl]-3H-imidazo[4,5-c]pyridine-6-carbonitrile). The reactants are ClC=1C=C(C=NC1)C1=NC(=CC2=C1N(C(=N2)N2[C@@H]1[C@@H](NC(C2)=O)CCC1)C[C@@H]1CC[C@H](CC1)C)C#N (4-(5-chloropyridin-3-yl)-3-[(trans-4-methylcyclohexyl)methyl]-2-[(4aS,7aS)-3-oxooctahydro-1H-cyclopenta[b]pyrazin-1-yl]-3H-imidazo[4,5-c]pyridine-6-carbonitrile), [H-].[Na+] (sodium hydride), IC (iodomethane). Run at time 1 hour. The reactants are OC1=C(C=CC=C1)CCO (2-(2-hydroxyphenyl)-ethanol), C(=O)([O-])[O-].[Cs+].[Cs+] (Cs2CO3), CI (methyl iodide). Solvent: CC(=O)C (acetone), CC(=O)C (acetone). Conditions: time 50 minute. Product: OCCC1=C(C=CC=C1)OC (2-(2-Hydroxyethyl)-anisole). RXN SMILES: [OH:1][C:2]1[CH:7]=[CH:6][CH:5]=[CH:4][C:3]=1[CH2:8][CH2:9][OH:10].[C:11]([O-])([O-])=O.[Cs+].[Cs+].CI>CC(C)=O>[OH:10][CH2:9][CH2:8][C:3]1[CH:4]=[CH:5][CH:6]=[CH:7][C:2]=1[O:1][CH3:11] |f:1.2.3|. Procedure details: To a solution of 10 g of 2-(2-hydroxyphenyl)-ethanol in 200 ml of acetone there are added 35.3 g of Cs2CO3 and then a solution of 6.5 ml of methyl iodide in 40 ml of acetone. The reaction mixture is stirred for 50 minutes at room temperature, is filtered and is concentrated by evaporation. The residue is partitioned between diethyl ether and water. The organic phases are combined, dried over magnesium sulfate and concentrated by evaporation, and the residue is purified by means of FC (dichlorome... Starting materials: N (ammonia), O=C(C(C(=O)OCC)C)C(C(C)=O)C(=O)OC (Ethyl 3,5-dioxo-4-methoxycarbonyl-2-methylhexanoate), resultant mixture. Run in O1CCCC1 (tetrahydrofuran). The product is C(C)OC(=O)C(C(CC(=O)OC)=O)C (methyl 4-ethoxycarbonyl-3-oxopentanoate). RXN SMILES: [O:1]=[C:2]([CH:10]([C:14]([O:16][CH3:17])=[O:15])C(=O)C)[CH:3]([CH3:9])[C:4]([O:6][CH2:7][CH3:8])=[O:5].N>O1CCCC1>[CH2:7]([O:6][C:4]([CH:3]([CH3:9])[C:2](=[O:1])[CH2:10][C:14]([O:16][CH3:17])=[O:15])=[O:5])[CH3:8]. Reported procedure: Ethyl 3,5-dioxo-4-methoxycarbonyl-2-methylhexanoate (176 mg; 0.72 mmole) was dissolved in tetrahydrofuran (1.3 ml), and 1.7N aqueous ammonia (0.85 ml) was added thereto at room temperature. The resultant mixture was allowed to stand at the same temperature overnight, followed by removal of tetrahydrofuran under reduced pressure. The reaction mixture was combined with lN hydrochloric acid (0.7 ml) and an aqueous sodium chloride solution and extracted with ethyl acetate. The organic layer was drie... Starting materials: Br, CCc1cnc(CNC(C)(C(N)=O)C(C)C)c(C(=O)O)c1, CC(=O)[O-], CC(=O)O, [Na+]. Product: CCc1cnc(C2=NC(C)(C(C)C)C(=O)N2)c(C(=O)O)c1. RXN SMILES: [Br:27].[C:1]([NH2:2])(=[O:3])[C:4]([CH:5]([CH3:6])[CH3:7])([CH3:8])[NH:9][CH2:10][c:11]1[c:12]([C:13](=[O:14])[OH:15])[cH:16][c:17]([CH2:20][CH3:21])[cH:18][n:19]1.[CH3:23][C:24](=[O:25])[O-:26].[CH3:28][C:29](=[O:30])[OH:31].[Na+:22]>>[C:1]1(=[O:3])[NH:2][C:10]([c:11]2[c:12]([C:13](=[O:14])[OH:15])[cH:16][c:17]([CH2:20][CH3:21])[cH:18][n:19]2)=[N:9][C:4]1([CH:5]([CH3:6])[CH3:7])[CH3:8]. Reactants: CCOC(=O)CNC(=O)c1cccc(-c2cc(NCCc3ccc(Cl)cc3Cl)nc(OC)n2)c1, C1CCOC1, CO, Cl, [Li+], [OH-], O. Product: COc1nc(NCCc2ccc(Cl)cc2Cl)cc(-c2cccc(C(=O)NCC(=O)O)c2)n1. Reaction SMILES: [CH2:1]([CH3:2])[O:3][C:4]([CH2:5][NH:6][C:7]([c:8]1[cH:9][c:10](-[c:14]2[n:15][c:16]([O:31][CH3:32])[n:17][c:18]([NH:20][CH2:21][CH2:22][c:23]3[c:24]([Cl:30])[cH:25][c:26]([Cl:29])[cH:27][cH:28]3)[cH:19]2)[cH:11][cH:12][cH:13]1)=[O:33])=[O:34].[CH2:38]1[O:39][CH2:40][CH2:41][CH2:42]1.[CH3:43][OH:44].[ClH:37].[Li+:35].[OH-:36].[OH2:45]>>[O:3]=[C:4]([CH2:5][NH:6][C:7]([c:8]1[cH:9][c:10](-[c:14]2[n:15][c:16]([O:31][CH3:32])[n:17][c:18]([NH:20][CH2:21][CH2:22][c:23]3[c:24]([Cl:30])[cH:25][c:26]([Cl:29])[cH:27][cH:28]3)[cH:19]2)[cH:11][cH:12][cH:13]1)=[O:33])[OH:34].